From a dataset of the Open Reaction Database (ORD), a public repository of structured organic reaction records. describe an organic reaction: reactants, conditions, products, and yield The reactants are CC(C)(C)OC(=O)N1CCC(N2CCC(Cc3c(Cl)cc(OS(=O)(=O)C(F)(F)F)cc3Cl)C2=O)CC1, COC(=O)c1ccc(B(O)O)cc1, COCCOC, [K+], [K+], O=C([O-])[O-], c1ccc(P(c2ccccc2)(c2ccccc2)[Pd](P(c2ccccc2)(c2ccccc2)c2ccccc2)(P(c2ccccc2)(c2ccccc2)c2ccccc2)P(c2ccccc2)(c2ccccc2)c2ccccc2)cc1. The product is COC(=O)c1ccc(-c2cc(Cl)c(CC3CCN(C4CCN(C(=O)OC(C)(C)C)CC4)C3=O)c(Cl)c2)cc1. Reaction SMILES: [C:1]([CH3:2])([CH3:3])([CH3:4])[O:5][C:6](=[O:7])[N:8]1[CH2:9][CH2:10][CH:11]([N:14]2[C:15](=[O:36])[CH:16]([CH2:19][c:20]3[c:21]([Cl:35])[cH:22][c:23]([O:27][S:28]([C:29]([F:30])([F:31])[F:32])(=[O:33])=[O:34])[cH:24][c:25]3[Cl:26])[CH2:17][CH2:18]2)[CH2:12][CH2:13]1.[CH3:37][O:38][C:39](=[O:40])[c:41]1[cH:42][cH:43][c:44]([B:47]([OH:48])[OH:49])[cH:45][cH:46]1.[CH3:56][O:57][CH2:58][CH2:59][O:60][CH3:61].[K+:50].[K+:51].[O-:52][C:53]([O-:54])=[O:55].[cH:62]1[cH:63][cH:64][c:65]([P:66]([Pd:67]([P:68]([c:69]2[cH:70][cH:71][cH:72][cH:73][cH:74]2)([c:75]2[cH:76][cH:77][cH:78][cH:79][cH:80]2)[c:81]2[cH:82][cH:83][cH:84][cH:85][cH:86]2)([P:87]([c:88]2[cH:89][cH:90][cH:91][cH:92][cH:93]2)([c:94]2[cH:95][cH:96][cH:97][cH:98][cH:99]2)[c:100]2[cH:101][cH:102][cH:103][cH:104][cH:105]2)[P:106]([c:107]2[cH:108][cH:109][cH:110][cH:111][cH:112]2)([c:113]2[cH:114][cH:115][cH:116][cH:117][cH:118]2)[c:119]2[cH:120][cH:121][cH:122][cH:123][cH:124]2)([c:125]2[cH:126][cH:127][cH:128][cH:129][cH:130]2)[c:131]2[cH:132][cH:133][cH:134][cH:135][cH:136]2)[cH:137][cH:138]1>>[C:1]([CH3:2])([CH3:3])([CH3:4])[O:5][C:6](=[O:7])[N:8]1[CH2:9][CH2:10][CH:11]([N:14]2[C:15](=[O:36])[CH:16]([CH2:19][c:20]3[c:21]([Cl:35])[cH:22][c:23](-[c:44]4[cH:43][cH:42][c:41]([C:39]([O:38][CH3:37])=[O:40])[cH:46][cH:45]4)[cH:24][c:25]3[Cl:26])[CH2:17][CH2:18]2)[CH2:12][CH2:13]1. The reactants are NNC=O, Cn1c(-c2ccccc2C(F)(F)F)nnc1C(C)(C)Oc1ccc(Cl)cc1C(=O)O, CN(C)C=O, O, On1nnc2ccccc21. The product is Cn1c(-c2ccccc2C(F)(F)F)nnc1C(C)(C)Oc1ccc(Cl)cc1C(=O)NNC=O. RXN SMILES: [CH:11](=[O:12])[NH:13][NH2:14].[Cl:15][c:16]1[cH:17][cH:18][c:19]([O:25][C:26]([CH3:27])([c:28]2[n:29][n:30][c:31](-[c:34]3[c:35]([C:40]([F:41])([F:42])[F:43])[cH:36][cH:37][cH:38][cH:39]3)[n:32]2[CH3:33])[CH3:44])[c:20]([C:21](=[O:22])[OH:23])[cH:24]1.[O:46]=[CH:47][N:48]([CH3:49])[CH3:50].[OH2:45].[OH:1][n:2]1[c:3]2[c:4]([cH:5][cH:6][cH:7][cH:8]2)[n:9][n:10]1>>[CH:11](=[O:12])[NH:13][NH:14][C:21]([c:20]1[c:19]([O:25][C:26]([CH3:27])([c:28]2[n:29][n:30][c:31](-[c:34]3[c:35]([C:40]([F:41])([F:42])[F:43])[cH:36][cH:37][cH:38][cH:39]3)[n:32]2[CH3:33])[CH3:44])[cH:18][cH:17][c:16]([Cl:15])[cH:24]1)=[O:23]. The reactants are COC(=O)CCCCCCC1C(OC(C)=O)CC(OC2CCCCO2)C1C=O, COC(C)(C)C, CCCCC(F)(F)C(=O)CP(=O)(OC)OC, [Na+], [OH-], O. The product is CCCCC(F)(F)C(=O)C=CC1C(OC2CCCCO2)CC(OC(C)=O)C1CCCCCCC(=O)OC. RXN SMILES: [C:19]([CH3:20])(=[O:21])[O:22][CH:23]1[CH2:24][CH:25]([O:40][CH:41]2[O:42][CH2:43][CH2:44][CH2:45][CH2:46]2)[CH:26]([CH:38]=[O:39])[CH:27]1[CH2:28][CH2:29][CH2:30][CH2:31][CH2:32][CH2:33][C:34](=[O:35])[O:36][CH3:37].[CH3:48][O:49][C:50]([CH3:51])([CH3:52])[CH3:53].[F:1][C:2]([C:3]([CH2:4][P:5](=[O:6])([O:7][CH3:8])[O:9][CH3:10])=[O:11])([CH2:12][CH2:13][CH2:14][CH3:15])[F:16].[Na+:18].[OH-:17].[OH2:47]>>[F:1][C:2]([C:3]([CH:4]=[CH:38][CH:26]1[CH:25]([O:40][CH:41]2[O:42][CH2:43][CH2:44][CH2:45][CH2:46]2)[CH2:24][CH:23]([O:22][C:19]([CH3:20])=[O:21])[CH:27]1[CH2:28][CH2:29][CH2:30][CH2:31][CH2:32][CH2:33][C:34](=[O:35])[O:36][CH3:37])=[O:11])([CH2:12][CH2:13][CH2:14][CH3:15])[F:16]. Starting materials: COC(=O)C=1SC(=CC1N(C(=O)[C@@H]1CC[C@H](CC1)C)[C@@H]1CC[C@H](CC1)O)C1=CCC2(OCCO2)CC1 (5-(1,4-dioxa-spiro[4.5]dec-7-en-8-yl)-3-[(trans-4-hydroxy-cyclohexyl)-(trans-4-methyl-cyclohexane-carbonyl)-amino]-thiophene-2-carboxylic acid methyl ester). Run in CO (MeOH). Conditions: time 8 hour. Product: COC(=O)C=1SC(=CC1N(C(=O)[C@@H]1CC[C@H](CC1)C)[C@@H]1CC[C@H](CC1)O)C1CCC2(OCCO2)CC1 (5-(1,4-dioxa-spiro[4.5]dec-8-yl)-3-[(trans-4-hydroxy-cyclohexyl)-(trans-4-methyl-cyclohexane-carbonyl)-amino]-thiophene-2-carboxylic acid methyl ester). The yield is 94.5%. RXN SMILES: [CH3:1][O:2][C:3]([C:5]1[S:6][C:7]([C:27]2[CH2:36][CH2:35][C:30]3([O:34][CH2:33][CH2:32][O:31]3)[CH2:29][CH:28]=2)=[CH:8][C:9]=1[N:10]([C@H:20]1[CH2:25][CH2:24][C@H:23]([OH:26])[CH2:22][CH2:21]1)[C:11]([C@H:13]1[CH2:18][CH2:17][C@H:16]([CH3:19])[CH2:15][CH2:14]1)=[O:12])=[O:4]>CO>[CH3:1][O:2][C:3]([C:5]1[S:6][C:7]([CH:27]2[CH2:36][CH2:35][C:30]3([O:34][CH2:33][CH2:32][O:31]3)[CH2:29][CH2:28]2)=[CH:8][C:9]=1[N:10]([C@H:20]1[CH2:21][CH2:22][C@H:23]([OH:26])[CH2:24][CH2:25]1)[C:11]([C@H:13]1[CH2:14][CH2:15][C@H:16]([CH3:19])[CH2:17][CH2:18]1)=[O:12])=[O:4]. Procedure details: A solution of 5-(1,4-dioxa-spiro[4.5]dec-7-en-8-yl)-3-[(trans-4-hydroxy-cyclohexyl)-(trans-4-methyl-cyclohexane-carbonyl)-amino]-thiophene-2-carboxylic acid methyl ester (981 mg, 1.89 mmol) in dry MeOH (30 mL) was deoxygenated by bubbling nitrogen through solution for 5 min, then 10% palladium on charcoal (202 mg) was added, nitrogen was bubbled for another 5 min, then it was displaced by hydrogen, and the mixture was stirred at room temperature overnight. The mixture was filtered through celite...